Dataset: the Open Reaction Database (ORD), a public repository of structured organic reaction records. Task: describe an organic reaction: reactants, conditions, products, and yield Starting materials: C1(CCC1)=O (cyclobutanone), C(C)C(=C[C@@H]1CC[C@H](CC1)NC(CC1=CC(=C(C=C1)O)OC)=O)CC (N-[trans-4-(2-ethyl-1-butenyl)cyclohexyl]-2-(4-hydroxy-3-methoxyphenyl)acetamide). Product: C1(CCC1)=C[C@@H]1CC[C@H](CC1)NC(CC1=CC(=C(C=C1)O)OC)=O (N-[trans-4-(cyclobutylidenemethyl)-cyclohexyl]-2-(4-hydroxy-3-methoxyphenyl)acetamide). RXN SMILES: C1(=O)CCC1.[CH2:6]([C:8]([CH2:29][CH3:30])=[CH:9][C@H:10]1[CH2:15][CH2:14][C@H:13]([NH:16][C:17](=[O:28])[CH2:18][C:19]2[CH:24]=[CH:23][C:22]([OH:25])=[C:21]([O:26][CH3:27])[CH:20]=2)[CH2:12][CH2:11]1)C>>[C:8]1(=[CH:9][C@H:10]2[CH2:11][CH2:12][C@H:13]([NH:16][C:17](=[O:28])[CH2:18][C:19]3[CH:24]=[CH:23][C:22]([OH:25])=[C:21]([O:26][CH3:27])[CH:20]=3)[CH2:14][CH2:15]2)[CH2:29][CH2:30][CH2:6]1. Reported procedure: The above desired compound was prepared in a similar manner of Example 90 using cyclobutanone by which 3-pentanone of Example 90 (4) was replaced. Yields the product O=C(Nc1cccn(-c2ccc(F)cc2)c1=O)c1cc(F)c(F)cc1F. Reaction SMILES: [Cl-:19].[Cl:13][C:14]([C:15]([Cl:16])=[O:17])=[O:18].[Cl:35][CH2:36][Cl:37].[F:1][c:2]1[c:3]([C:4](=[O:5])[OH:6])[cH:7][c:8]([F:12])[c:9]([F:11])[cH:10]1.[NH2:20][c:21]1[c:22](=[O:34])[n:23](-[c:27]2[cH:28][cH:29][c:30]([F:33])[cH:31][cH:32]2)[cH:24][cH:25][cH:26]1.[O:38]=[CH:39][N:40]([CH3:41])[CH3:42]>>[F:1][c:2]1[c:3]([C:4](=[O:6])[NH:20][c:21]2[c:22](=[O:34])[n:23](-[c:27]3[cH:28][cH:29][c:30]([F:33])[cH:31][cH:32]3)[cH:24][cH:25][cH:26]2)[cH:7][c:8]([F:12])[c:9]([F:11])[cH:10]1. The reactants are [Cl-], O=C(Cl)C(=O)Cl, ClCCl, O=C(O)c1cc(F)c(F)cc1F, Nc1cccn(-c2ccc(F)cc2)c1=O, CN(C)C=O. The reactants are O=C(Nc1ccnc(Br)c1)c1c(Cl)cccc1Cl, O=C([O-])[O-], [Cs+], [Cs+], Nc1ncco1, O=C(C=Cc1ccccc1)C=Cc1ccccc1, O=C(C=Cc1ccccc1)C=Cc1ccccc1, O=C(C=Cc1ccccc1)C=Cc1ccccc1, C1COCCO1, [Pd], [Pd]. Yields the product O=C(Nc1ccnc(Nc2ncco2)c1)c1c(Cl)cccc1Cl. As a reaction SMILES: [Br:1][c:2]1[n:3][cH:4][cH:5][c:6]([NH:8][C:9]([c:10]2[c:11]([Cl:17])[cH:12][cH:13][cH:14][c:15]2[Cl:16])=[O:18])[cH:7]1.[C:25](=[O:26])([O-:27])[O-:28].[Cs+:29].[Cs+:30].[NH2:19][c:20]1[o:21][cH:22][cH:23][n:24]1.[O:33]=[C:34]([CH:35]=[CH:36][c:37]1[cH:38][cH:39][cH:40][cH:41][cH:42]1)[CH:43]=[CH:44][c:45]1[cH:46][cH:47][cH:48][cH:49][cH:50]1.[O:51]=[C:52]([CH:53]=[CH:54][c:55]1[cH:56][cH:57][cH:58][cH:59][cH:60]1)[CH:61]=[CH:62][c:63]1[cH:64][cH:65][cH:66][cH:67][cH:68]1.[O:69]=[C:70]([CH:71]=[CH:72][c:73]1[cH:74][cH:75][cH:76][cH:77][cH:78]1)[CH:79]=[CH:80][c:81]1[cH:82][cH:83][cH:84][cH:85][cH:86]1.[O:87]1[CH2:88][CH2:89][O:90][CH2:91][CH2:92]1.[Pd:31].[Pd:32]>>[c:2]1([NH:19][c:20]2[o:21][cH:22][cH:23][n:24]2)[n:3][cH:4][cH:5][c:6]([NH:8][C:9]([c:10]2[c:11]([Cl:17])[cH:12][cH:13][cH:14][c:15]2[Cl:16])=[O:18])[cH:7]1. The reactants are CC(=O)Nc1cc(Nc2nccc(OC3CCN(C(=O)OC(C)(C)C)CC3)n2)cc(-c2cnc(C3(O)CCC3)s2)c1, ClCCl, O=C(O)C(F)(F)F, [Na+], O=C([O-])O. The product is CC(=O)Nc1cc(Nc2nccc(OC3CCNCC3)n2)cc(-c2cnc(C3(O)CCC3)s2)c1. Reaction SMILES: [C:1]([CH3:2])(=[O:3])[NH:4][c:5]1[cH:6][c:7]([NH:21][c:22]2[n:23][cH:24][cH:25][c:26]([O:28][CH:29]3[CH2:30][CH2:31][N:32]([C:35]([O:36][C:37]([CH3:38])([CH3:39])[CH3:40])=[O:41])[CH2:33][CH2:34]3)[n:27]2)[cH:8][c:9](-[c:11]2[cH:12][n:13][c:14]([C:16]3([OH:20])[CH2:17][CH2:18][CH2:19]3)[s:15]2)[cH:10]1.[Cl:54][CH2:55][Cl:56].[F:42][C:43]([F:44])([F:45])[C:46]([OH:47])=[O:48].[Na+:53].[O-:49][C:50]([OH:51])=[O:52]>>[C:1]([CH3:2])(=[O:3])[NH:4][c:5]1[cH:6][c:7]([NH:21][c:22]2[n:23][cH:24][cH:25][c:26]([O:28][CH:29]3[CH2:30][CH2:31][NH:32][CH2:33][CH2:34]3)[n:27]2)[cH:8][c:9](-[c:11]2[cH:12][n:13][c:14]([C:16]3([OH:20])[CH2:17][CH2:18][CH2:19]3)[s:15]2)[cH:10]1. The reactants are COC=1C=C(C=CC1)C1CNCCC1 (3-(3-methoxyphenyl)piperidine), C(=O)([O-])[O-].[K+].[K+] (K2CO3), C(CCCC)I (pentyliodide). Run in CC#N (CH3CN), CC#N (CH3CN). Yields the product C(CCCC)N1CC(CCC1)C1=CC(=CC=C1)OC (N-Pentyl-3-(3-methoxyphenyl)piperidine). Reaction SMILES: [CH3:1][O:2][C:3]1[CH:4]=[C:5]([CH:9]2[CH2:14][CH2:13][CH2:12][NH:11][CH2:10]2)[CH:6]=[CH:7][CH:8]=1.C([O-])([O-])=O.[K+].[K+].[CH2:21](I)[CH2:22][CH2:23][CH2:24][CH3:25]>CC#N>[CH2:21]([N:11]1[CH2:12][CH2:13][CH2:14][CH:9]([C:5]2[CH:6]=[CH:7][CH:8]=[C:3]([O:2][CH3:1])[CH:4]=2)[CH2:10]1)[CH2:22][CH2:23][CH2:24][CH3:25] |f:1.2.3|. Reported procedure: To a solution of 3-(3-methoxyphenyl)piperidine (3.92 g, 0.02 mol) in CH3CN (100 ml), solid K2CO3 (5 g) was added and then the mixture was refluxed. A solution of pentyliodide (4.5 g, 0.021 mol) in CH3CN (10 ml) was added dropwise under 30 min. and then the mixture was refluxed for an additional 30 min. The solid was filtered off from the cooled mixture, and the solvent evaporated giving an oil which was chromatographed on a silica gel column with methanol as eluant. Yield 1.3 g (25%) of pure N-p... The reactants are NC=1N=C(C=2N=CN([C@H]3[C@H](O)[C@H](O)[C@@H](CO)O3)C2N1)N (2-aminoadenosine), C1=CC=NC=C1.F (HF-pyridine), N(=O)OC(C)(C)C (tert-butyl nitrite), solid, [OH-].[Ca+2].[OH-] (calcium hydroxide). The solvent is O (H2O), N (ammonia). Run at temperature -30 celsius, time 30 minute. Yields the product FC=1N=C(C=2N=CN([C@H]3[C@H](O)[C@H](O)[C@@H](CO)O3)C2N1)N (2-fluoroadenosine). Yield: 91.0%. Reaction SMILES: N[C:2]1[N:3]=[C:4]([NH2:20])[C:5]2[N:6]=[CH:7][N:8]([C:18]=2[N:19]=1)[C@@H:9]1[O:17][C@H:14]([CH2:15][OH:16])[C@@H:12]([OH:13])[C@H:10]1[OH:11].N(OC(C)(C)C)=O.[OH-].[Ca+2].[OH-].C1C=CN=CC=1.[FH:37]>O.N>[F:37][C:2]1[N:3]=[C:4]([NH2:20])[C:5]2[N:6]=[CH:7][N:8]([C:18]=2[N:19]=1)[C@@H:9]1[O:17][C@H:14]([CH2:15][OH:16])[C@@H:12]([OH:13])[C@H:10]1[OH:11] |f:2.3.4,5.6|. Procedure: 0.282 g (1 mmol) of 2-aminoadenosine is suspended in a mixture of 7 ml of 50% HF-pyridine and 0.35 ml of H2O at -30° C. and within 30 minutes, 1.2 ml (~9 mol) of tert-butyl nitrite is instilled slowly with vigorous stirring at -30° C. After another 30 minutes at -25°→-30° C., the reaction mixture is instilled slowly in 120 ml of 33% aqueous ammonia at -10° C. with stirring and stirred for 1 hour at 0° C. After adding 7 g of solid calcium hydroxide, it is stirred for another 15 minutes at 0° C., ... The reactants are BrC1=CC=C2C(C(NC2=C1)=O)(C)C (6-bromo-3,3-dimethyl-1,3-dihydro-2H-indol-2-one), CN(C)C=O (DMF), [H-].[Na+] (NaH), 4-chloromethyl butyl ether, [I-].[K+] (potassium iodide). Solvent: O (water). Conditions: time 15 minute. The product is BrC1=CC=C2C(C(N(C2=C1)CCCCOC)=O)(C)C (6-Bromo-1-(4-methoxybutyl)-3,3-dimethyl-1,3-dihydro-2H-indol-2-one). As a reaction SMILES: [Br:1][C:2]1[CH:10]=[C:9]2[C:5]([C:6]([CH3:13])([CH3:12])[C:7](=[O:11])[NH:8]2)=[CH:4][CH:3]=1.CN([CH:17]=[O:18])C.[H-].[Na+].[I-].[K+]>O>[Br:1][C:2]1[CH:10]=[C:9]2[C:5]([C:6]([CH3:13])([CH3:12])[C:7](=[O:11])[N:8]2[CH2:10][CH2:2][CH2:3][CH2:4][O:18][CH3:17])=[CH:4][CH:3]=1 |f:2.3,4.5|. Reported procedure: To 6-bromo-3,3-dimethyl-1,3-dihydro-2H-indol-2-one (1.5 g) were added DMF (24 mL) and NaH (326 mg) under ice-cooling, and the mixture was stirred at room temperature 15 minutes. Then, to the mixture were added 4-chloromethyl butyl ether (1.54 g) and potassium iodide (208 mg), and the mixture was stirred at 100° C. for 7 hours. After the reaction was complete, water was added to the reaction solution, and the mixture was extracted with ethyl acetate. This ethyl acetate solution was washed with wa... Reactants: [Br-], [Br-], [Br-], C1CCCCC1, CC#N, O, c1ccc(P(c2ccccc2)c2ccccc2)cc1, OCCc1coc2ccccc12. Product: BrCCc1coc2ccccc12. Reaction SMILES: [Br-:1].[Br-:2].[Br-:34].[CH2:35]1[CH2:36][CH2:37][CH2:38][CH2:39][CH2:40]1.[CH3:41][C:42]#[N:43].[OH2:44].[c:3]1([P:4]([c:5]2[cH:6][cH:7][cH:8][cH:9][cH:10]2)[c:11]2[cH:12][cH:13][cH:14][cH:15][cH:16]2)[cH:17][cH:18][cH:19][cH:20][cH:21]1.[o:22]1[cH:23][c:24]([CH2:31][CH2:32][OH:33])[c:25]2[c:26]1[cH:27][cH:28][cH:29][cH:30]2>>[Br:1][CH2:32][CH2:31][c:24]1[cH:23][o:22][c:26]2[c:25]1[cH:30][cH:29][cH:28][cH:27]2. Reactants: CCCCc1noc(C)c1CO, ClCCl, [Mg+2], O=S(=O)([O-])[O-], O=[Cr](=O)([O-])Cl, c1cc[nH+]cc1. The product is CCCCc1noc(C)c1C=O. As a reaction SMILES: [CH2:18]([CH2:19][CH2:20][CH3:21])[c:22]1[n:23][o:24][c:25]([CH3:29])[c:26]1[CH2:27][OH:28].[Cl:30][CH2:31][Cl:32].[Mg+2:12].[O-:13][S:14](=[O:15])(=[O:16])[O-:17].[O:1]=[Cr:2]([Cl:3])([O-:4])=[O:5].[nH+:6]1[cH:7][cH:8][cH:9][cH:10][cH:11]1>>[CH2:18]([CH2:19][CH2:20][CH3:21])[c:22]1[n:23][o:24][c:25]([CH3:29])[c:26]1[CH:27]=[O:28].